From a dataset of the Open Reaction Database (ORD), a public repository of structured organic reaction records. describe an organic reaction: reactants, conditions, products, and yield The reactants are N1(C=NC=C1)CC1=CC=C(S1)C=1CCC(NN1)=O (4.5-dihydro-6-[5-(imidazol-1-yl-methyl)-thien-2-yl]-3(2H)-pyridazinone), [Na] (sodium), [N+](=O)([O-])C=1C=C(C=CC1)S(=O)(=O)O (3-nitrobenzenesulfonic acid), [OH-].[Na+] (sodium hydroxide). Run in C(C)(=O)O (acetic acid), O (water). The product is N1(C=NC=C1)CC1=CC=C(S1)C=1C=CC(NN1)=O (6-[5-(Imidazol-1-yl-methyl)-thien-2-yl]-3(2H)-pyridazinone). As a reaction SMILES: [N:1]1([CH2:6][C:7]2[S:11][C:10]([C:12]3[CH2:13][CH2:14][C:15](=[O:18])[NH:16][N:17]=3)=[CH:9][CH:8]=2)[CH:5]=[CH:4][N:3]=[CH:2]1.[Na].[N+](C1C=C(S(O)(=O)=O)C=CC=1)([O-])=O.[OH-].[Na+]>C(O)(=O)C.O>[N:1]1([CH2:6][C:7]2[S:11][C:10]([C:12]3[CH:13]=[CH:14][C:15](=[O:18])[NH:16][N:17]=3)=[CH:9][CH:8]=2)[CH:5]=[CH:4][N:3]=[CH:2]1 |f:3.4,^1:18|. Procedure details: 20 g of 4.5-dihydro-6-[5-(imidazol-1-yl-methyl)-thien-2-yl]-3(2H)-pyridazinone (EP No. 71 059, Example 1) are stirred under reflux together with 19.5 g of the sodium salt of 3-nitrobenzenesulfonic acid and 13.5 g of sodium hydroxide in b 250 ml of water for 1 hour. Thereafter, while the solution is still hot, acetic acid are added until pH 6.9. The solid material precipitated after cooling is filtered of with suction, washed with water and dried. Starting materials: COC([C@@H](NS(=O)(=O)C1=CC=C(C=C1)OC)C)=O (N-[4-methoxybenzenesulfonyl]-alanine methyl ester), [H-].[Na+] (sodium hydride), C(C1=CC=CC=C1)Br (benzyl bromide). Solvent: CN(C=O)C (dimethylformamide), CN(C=O)C (dimethylformamide). Reaction conditions: time 30 minute. Yields the product COC1=CC=C(C=C1)S(=O)(=O)N(C(C(=O)OC)C)CC1=CC=CC=C1 (methyl 2-[[4-methoxybenzenesulfonyl]-(benzyl)amino]-propionoate). As a reaction SMILES: [H-].[Na+].[CH3:3][O:4][C:5](=[O:20])[C@H:6]([CH3:19])[NH:7][S:8]([C:11]1[CH:16]=[CH:15][C:14]([O:17][CH3:18])=[CH:13][CH:12]=1)(=[O:10])=[O:9].[CH2:21](Br)[C:22]1[CH:27]=[CH:26][CH:25]=[CH:24][CH:23]=1>CN(C)C=O>[CH3:18][O:17][C:14]1[CH:15]=[CH:16][C:11]([S:8]([N:7]([CH2:21][C:22]2[CH:27]=[CH:26][CH:25]=[CH:24][CH:23]=2)[CH:6]([CH3:19])[C:5]([O:4][CH3:3])=[O:20])(=[O:9])=[O:10])=[CH:12][CH:13]=1 |f:0.1|. Procedure details: To a suspension of sodium hydride (0.60 g, 11.0 mmol) in dimethylformamide (20.0 mL), is added N-[4-methoxybenzenesulfonyl]-alanine methyl ester (2.6 g, 10.0 mmol) in dimethylformamide (10.0 mL). After stirring at room temperature for 30 minutes, benzyl bromide (1.22 mL, 10.0 mmol) is added, and the reaction is stirred for two hours at room temperature. The reaction is then partitioned between ether and brine, the organic layer is dried (Na2SO4), and the solvent is evaporated. The product is pur... Reactants: CCOC(=O)c1sc(N(C(=O)OC(C)(C)C)C(=O)OC(C)(C)C)nc1CO[Si](C)(C)C(C)(C)C, CCCC[N+](CCCC)(CCCC)CCCC, C1CCOC1, CC(=O)O, CCOC(C)=O, [F-]. Yields the product CCOC(=O)c1sc(N(C(=O)OC(C)(C)C)C(=O)OC(C)(C)C)nc1CO. RXN SMILES: [C:1]([CH3:2])([CH3:3])([CH3:4])[O:5][C:6](=[O:7])[N:8]([c:9]1[s:10][c:11]([C:23](=[O:24])[O:25][CH2:26][CH3:27])[c:12]([CH2:14][O:15][Si:16]([C:17]([CH3:18])([CH3:19])[CH3:20])([CH3:21])[CH3:22])[n:13]1)[C:28](=[O:29])[O:30][C:31]([CH3:32])([CH3:33])[CH3:34].[CH2:36]([N+:37]([CH2:38][CH2:39][CH2:40][CH3:41])([CH2:42][CH2:43][CH2:44][CH3:45])[CH2:46][CH2:47][CH2:48][CH3:49])[CH2:50][CH2:51][CH3:52].[CH2:63]1[O:64][CH2:65][CH2:66][CH2:67]1.[CH3:53][C:54](=[O:55])[OH:56].[CH3:57][CH2:58][O:59][C:60](=[O:61])[CH3:62].[F-:35]>>[C:1]([CH3:2])([CH3:3])([CH3:4])[O:5][C:6](=[O:7])[N:8]([c:9]1[s:10][c:11]([C:23](=[O:24])[O:25][CH2:26][CH3:27])[c:12]([CH2:14][OH:15])[n:13]1)[C:28](=[O:29])[O:30][C:31]([CH3:32])([CH3:33])[CH3:34]. Reactants: CC(=O)[O-], CC(=O)[O-], CN1CCCC1=O, [Cu+2], N#CC1(c2ccc(OCCCN3CCCC3)cc2)CCOCC1, NCCN. Yields the product c1cc(C2(C3=NCCN3)CCOCC2)ccc1OCCCN1CCCC1. As a reaction SMILES: [C:28]([O-:29])(=[O:30])[CH3:31].[C:33]([O-:34])(=[O:35])[CH3:36].[CH3:37][N:38]1[CH2:39][CH2:40][CH2:41][C:42]1=[O:43].[Cu+2:32].[N:1]1([CH2:6][CH2:7][CH2:8][O:9][c:10]2[cH:11][cH:12][c:13]([C:16]3([C:22]#[N:23])[CH2:17][CH2:18][O:19][CH2:20][CH2:21]3)[cH:14][cH:15]2)[CH2:2][CH2:3][CH2:4][CH2:5]1.[NH2:24][CH2:25][CH2:26][NH2:27]>>[N:1]1([CH2:6][CH2:7][CH2:8][O:9][c:10]2[cH:11][cH:12][c:13]([C:16]3([C:22]4=[N:23][CH2:26][CH2:25][NH:24]4)[CH2:17][CH2:18][O:19][CH2:20][CH2:21]3)[cH:14][cH:15]2)[CH2:2][CH2:3][CH2:4][CH2:5]1. Starting materials: COC(=O)C=1CN(CCC1)CCOC=C(C1=CC=CC=C1)C1=CC=CC=C1 (1-(2-((2,2-Diphenylethenyl)oxy)ethyl)-1,2,5,6-tetrahydro3-pyridinecarboxylic acid methyl ester), Cl (hydrochloric acid), [OH-].[Na+] (sodium hydroxide), O (water). Run in C(C)O (ethanol). Conditions: time 2.5 hour. Product: Cl.C1(=CC=CC=C1)C(=COCCN1CC(=CCC1)C(=O)O)C1=CC=CC=C1 (1-(2-((2,2-Diphenylethenyl)oxy)ethyl)-1,2,5,6-tetrahydro-3-pyridinecarboxylic acid hydrochloride). Reaction SMILES: C[O:2][C:3]([C:5]1[CH2:6][N:7]([CH2:11][CH2:12][O:13][CH:14]=[C:15]([C:22]2[CH:27]=[CH:26][CH:25]=[CH:24][CH:23]=2)[C:16]2[CH:21]=[CH:20][CH:19]=[CH:18][CH:17]=2)[CH2:8][CH2:9][CH:10]=1)=[O:4].[OH-].[Na+].O.[ClH:31]>C(O)C>[ClH:31].[C:22]1([C:15]([C:16]2[CH:21]=[CH:20][CH:19]=[CH:18][CH:17]=2)=[CH:14][O:13][CH2:12][CH2:11][N:7]2[CH2:8][CH2:9][CH:10]=[C:5]([C:3]([OH:4])=[O:2])[CH2:6]2)[CH:23]=[CH:24][CH:25]=[CH:26][CH:27]=1 |f:1.2,6.7|. Procedure details: 1-(2-((2,2-Diphenylethenyl)oxy)ethyl)-1,2,5,6-tetrahydro3-pyridinecarboxylic acid methyl ester (4.33 g, 0.0115 mol, prepared similarly to the method described in Example 70) was dissolved in ethanol (50 ml) and 10 N sodium hydroxide solution (11.5 ml) was introduced, followed by water (5 ml). The solution was stirred at room tempeature for 2.5 h and stored at 4° C. for 18 h. 2 N hydrochloric acid solution was added until the pH 2, and the mixture was extracted with dichloromethane (3×60 ml). The...